Dataset: the Open Reaction Database (ORD), a public repository of structured organic reaction records. Task: describe an organic reaction: reactants, conditions, products, and yield Reactants: O=C([O-])[O-], CO, ClCc1ccccc1, [K+], [K+], O=C(O)c1cccc(=O)n1O. Product: O=C(O)c1cccc(=O)n1OCc1ccccc1. Reaction SMILES: [C:12](=[O:13])([O-:14])[O-:15].[CH3:26][OH:27].[Cl:18][CH2:19][c:20]1[cH:21][cH:22][cH:23][cH:24][cH:25]1.[K+:16].[K+:17].[OH:1][n:2]1[c:3](=[O:11])[cH:4][cH:5][cH:6][c:7]1[C:8](=[O:9])[OH:10]>>[O:1]([n:2]1[c:3](=[O:11])[cH:4][cH:5][cH:6][c:7]1[C:8](=[O:9])[OH:10])[CH2:19][c:20]1[cH:21][cH:22][cH:23][cH:24][cH:25]1. Reactants: COC(=O)c1ccc2cc(-c3ccc(OCc4c(COc5c(C)cccc5C)noc4C(C)C)cc3)ccc2n1, CO, Cl, [Na+], C1CCOC1, [OH-]. Yields the product Cc1cccc(C)c1OCc1noc(C(C)C)c1COc1ccc(-c2ccc3nc(C(=O)O)ccc3c2)cc1. RXN SMILES: [CH3:1][c:2]1[c:3]([O:9][CH2:10][c:11]2[n:12][o:13][c:14]([CH:38]([CH3:39])[CH3:40])[c:15]2[CH2:16][O:17][c:18]2[cH:19][cH:20][c:21](-[c:24]3[cH:25][c:26]4[cH:27][cH:28][c:29]([C:34](=[O:35])[O:36][CH3:37])[n:30][c:31]4[cH:32][cH:33]3)[cH:22][cH:23]2)[c:4]([CH3:8])[cH:5][cH:6][cH:7]1.[CH3:49][OH:50].[ClH:48].[Na+:47].[O:41]1[CH2:42][CH2:43][CH2:44][CH2:45]1.[OH-:46]>>[CH3:1][c:2]1[c:3]([O:9][CH2:10][c:11]2[n:12][o:13][c:14]([CH:38]([CH3:39])[CH3:40])[c:15]2[CH2:16][O:17][c:18]2[cH:19][cH:20][c:21](-[c:24]3[cH:25][c:26]4[cH:27][cH:28][c:29]([C:34](=[O:35])[OH:36])[n:30][c:31]4[cH:32][cH:33]3)[cH:22][cH:23]2)[c:4]([CH3:8])[cH:5][cH:6][cH:7]1. Reactants: CCC1(CC)CC(C)(C)c2cc(C#Cc3ccc(C(C)(C)C(=O)OC)cc3)cc(C(C)C)c2O1, CO, CC#N, [K+], C1CCOC1, [OH-], O. Product: CCC1(CC)CC(C)(C)c2cc(C#Cc3ccc(C(C)(C)C(=O)O)cc3)cc(C(C)C)c2O1. Reaction SMILES: [CH3:1][O:2][C:3]([C:4]([CH3:5])([CH3:6])[c:7]1[cH:8][cH:9][c:10]([C:13]#[C:14][c:15]2[cH:16][c:17]3[c:22]([c:23]([CH:25]([CH3:26])[CH3:27])[cH:24]2)[O:21][C:20]([CH2:28][CH3:29])([CH2:30][CH3:31])[CH2:19][C:18]3([CH3:32])[CH3:33])[cH:11][cH:12]1)=[O:34].[CH3:38][OH:39].[CH3:45][C:46]#[N:47].[K+:36].[O:40]1[CH2:41][CH2:42][CH2:43][CH2:44]1.[OH-:35].[OH2:37]>>[O:2]=[C:3]([C:4]([CH3:5])([CH3:6])[c:7]1[cH:8][cH:9][c:10]([C:13]#[C:14][c:15]2[cH:16][c:17]3[c:22]([c:23]([CH:25]([CH3:26])[CH3:27])[cH:24]2)[O:21][C:20]([CH2:28][CH3:29])([CH2:30][CH3:31])[CH2:19][C:18]3([CH3:32])[CH3:33])[cH:11][cH:12]1)[OH:34].